Dataset: the Open Reaction Database (ORD), a public repository of structured organic reaction records. Task: describe an organic reaction: reactants, conditions, products, and yield The reactants are C[Mg+].[Br-] (MeMgBr), solution, C(#N)C1=C(C=C(C=O)C=C1)F (4-cyano-3-fluorobenzaldehyde). Run in CCOCC (Et2O), C1CCOC1 (THF). Reaction conditions: temperature -78 celsius, time 1 hour. Yields the product C(#N)C1=C(C=C(C=C1)C(C)O)F (1-(4-Cyano-3-fluorophenyl)ethanol). As a reaction SMILES: [C:1]([C:3]1[CH:10]=[CH:9][C:6]([CH:7]=[O:8])=[CH:5][C:4]=1[F:11])#[N:2].[CH3:12][Mg+].[Br-]>C1COCC1.CCOCC>[C:1]([C:3]1[CH:10]=[CH:9][C:6]([CH:7]([OH:8])[CH3:12])=[CH:5][C:4]=1[F:11])#[N:2] |f:1.2|. Reported procedure: To a solution of 4-cyano-3-fluorobenzaldehyde, as described above in Step B, (250 mg, 1.68 mmol) in THF, under argon, at −78° C. was added MeMgBr dropwise (0.59 mL of a 3.0 M solution in Et2O, 1.77 mmol). The reaction mixture was stirred at −78° C. for 1 hour, then quenched with saturated aqueous NH4Cl, allowed to warm to ambient temperature, and extracted with CH2Cl2 (2×40 mL). The combined organic extracts were dried over Na2SO4, filtered, and concentrated in vacuo. The residue was purified by... Starting materials: C(C1=CC=CC=C1)OC(=O)N1CC(C(CCC1)NC([C@H](CC(C)C)NC(=O)OC(C)(C)C)=O)O (4-((S)-2-tert-butoxycarbonylamino-4-methyl-pentanoylamino)-3-hydroxy-azepan-1-carboxylic acid benzyl ester), Cl (HCl). Solvent: CO (methanol), O1CCOCC1 (dioxane). Run at time 2 hour. Product: C(C1=CC=CC=C1)OC(=O)N1CC(C(CCC1)NC([C@H](CC(C)C)N)=O)O (4-((S)-2-Amino-4-methyl-pentanoylamino)-3-hydroxy-azepane-1-carboxylic acid benzyl ester). The yield is 120.2%. As a reaction SMILES: [CH2:1]([O:8][C:9]([N:11]1[CH2:17][CH2:16][CH2:15][CH:14]([NH:18][C:19](=[O:33])[C@@H:20]([NH:25]C(OC(C)(C)C)=O)[CH2:21][CH:22]([CH3:24])[CH3:23])[CH:13]([OH:34])[CH2:12]1)=[O:10])[C:2]1[CH:7]=[CH:6][CH:5]=[CH:4][CH:3]=1.Cl>CO.O1CCOCC1>[CH2:1]([O:8][C:9]([N:11]1[CH2:17][CH2:16][CH2:15][CH:14]([NH:18][C:19](=[O:33])[C@@H:20]([NH2:25])[CH2:21][CH:22]([CH3:24])[CH3:23])[CH:13]([OH:34])[CH2:12]1)=[O:10])[C:2]1[CH:7]=[CH:6][CH:5]=[CH:4][CH:3]=1. Procedure details: To a solution of 4-((S)-2-tert-butoxycarbonylamino-4-methyl-pentanoylamino)-3-hydroxy-azepan-1-carboxylic acid benzyl ester of Example 2f (4.0 g) in methanol (20 mL) was added 4M HCl in dioxane (20 mL). The reaction was stirred at room temperature for 2 hours whereupon it was concentrated to provide the title compound (3.8 g): MS(EI) 378 (M+H+). Reactants: O (Water), CN1CCOCC1 (N-methylmorpholine), ClC(=O)OC1=CC=CC=C1 (phenyl chloroformate), C(#N)C1=CC=C(OCC(C)NC([C@@H](N)CCC)=O)C=C1 (N1 -[2-(4-cyanophenoxy)-1-methylethyl]-L-norvalinamide). Solvent: C(Cl)Cl (methylene chloride). Reaction conditions: time 15 hour. The product is C(#N)C1=CC=C(OCC(C)NC([C@@H](NC(=O)OC2=CC=CC=C2)CCC)=O)C=C1 (N1 -[2-(4-cyanophenoxy)-1-methylethyl]-N2 -phenoxycarbonyl-L-norvalinamide). The yield is 54.7%. RXN SMILES: CN1CCOCC1.Cl[C:9]([O:11][C:12]1[CH:17]=[CH:16][CH:15]=[CH:14][CH:13]=1)=[O:10].[C:18]([C:20]1[CH:37]=[CH:36][C:23]([O:24][CH2:25][CH:26]([NH:28][C:29](=[O:35])[C@H:30]([CH2:32][CH2:33][CH3:34])[NH2:31])[CH3:27])=[CH:22][CH:21]=1)#[N:19].O>C(Cl)Cl>[C:18]([C:20]1[CH:21]=[CH:22][C:23]([O:24][CH2:25][CH:26]([NH:28][C:29](=[O:35])[C@H:30]([CH2:32][CH2:33][CH3:34])[NH:31][C:9]([O:11][C:12]2[CH:17]=[CH:16][CH:15]=[CH:14][CH:13]=2)=[O:10])[CH3:27])=[CH:36][CH:37]=1)#[N:19]. Procedure details: 0.5 g of N-methylmorpholine, and subsequently 0.8 g of phenyl chloroformate were added to a suspension containing 1.4 g of N1 -[2-(4-cyanophenoxy)-1-methylethyl]-L-norvalinamide suspended in 40 ml of methylene chloride at -15° C. The mixture was allowed to sit and warm naturally to room temperature and stirred for 15 hours at room temperature. Water was subsequently added to the reaction mixture. After the methylene chloride layer was washed with water, the organic layer was dried over anhydrous... Starting materials: Nc1cc(Br)ccc1F, Cc1ccccc1, CCOC(C)=O, O=C(c1ccccc1)c1ccccc1, Cc1ccc(S(=O)(=O)O)cc1. The product is Fc1ccc(Br)cc1N=C(c1ccccc1)c1ccccc1. Reaction SMILES: [Br:1][c:2]1[cH:3][cH:4][c:5]([F:9])[c:6]([NH2:8])[cH:7]1.[CH3:35][c:36]1[cH:37][cH:38][cH:39][cH:40][cH:41]1.[CH3:42][CH2:43][O:44][C:45](=[O:46])[CH3:47].[O:10]=[C:11]([c:12]1[cH:13][cH:14][cH:15][cH:16][cH:17]1)[c:18]1[cH:19][cH:20][cH:21][cH:22][cH:23]1.[c:24]1([CH3:25])[cH:26][cH:27][c:28]([S:29]([OH:30])(=[O:31])=[O:32])[cH:33][cH:34]1>>[Br:1][c:2]1[cH:3][cH:4][c:5]([F:9])[c:6]([N:8]=[C:11]([c:12]2[cH:13][cH:14][cH:15][cH:16][cH:17]2)[c:18]2[cH:19][cH:20][cH:21][cH:22][cH:23]2)[cH:7]1. Reactants: CC(=O)[O-], COC(=O)c1cnc(C#N)nc1, CO, Cl, NO, [Na+]. Yields the product COC(=O)c1cnc(C(=N)NO)nc1. Reaction SMILES: [CH3:17][C:18](=[O:19])[O-:20].[CH3:1][O:2][C:3](=[O:4])[c:5]1[cH:6][n:7][c:8]([C:11]#[N:12])[n:9][cH:10]1.[CH3:21][OH:22].[ClH:13].[NH2:14][OH:15].[Na+:16]>>[CH3:1][O:2][C:3](=[O:4])[c:5]1[cH:6][n:7][c:8]([C:11](=[NH:12])[NH:14][OH:15])[n:9][cH:10]1. The reactants are FC=1C=C2C(C(=C3N(C2=CC1N1CCNCC1)C(S3)C3=CC=CC=C3)C(=O)O)=O (6-Fluoro-4-oxo-1-phenyl-7-(1-piperazinyl)-4H-[1,3]-thiazeto-[3,2-a]quinoline-3-carboxylic acid), ice water, C([O-])(O)=O.[K+] (potassium bicarbonate), BrCC=1OC(OC1C)=O (4-bromomethyl-5-methyl-1,3-dioxolen-2-one). Solvent: CN(C=O)C (N,N-dimethylformamide). Run at time 3 hour. Product: FC=1C=C2C(C(=C3N(C2=CC1N1CCN(CC1)CC=1OC(OC1C)=O)C(S3)C3=CC=CC=C3)C(=O)O)=O (6-Fluoro-7-[4-(5-methyl-2-oxo-1,3-dioxolen-4-yl)methyl-1-piperazinyl]-4-oxo-1-phenyl-4H-[1,3]thiazeto[3,2-a]quinoline-3-carboxylic acid). Isolated yield 34.1%. RXN SMILES: [F:1][C:2]1[CH:3]=[C:4]2[C:9](=[CH:10][C:11]=1[N:12]1[CH2:17][CH2:16][NH:15][CH2:14][CH2:13]1)[N:8]1[CH:18]([C:20]3[CH:25]=[CH:24][CH:23]=[CH:22][CH:21]=3)[S:19][C:7]1=[C:6]([C:26]([OH:28])=[O:27])[C:5]2=[O:29].C(=O)(O)[O-].[K+].Br[CH2:36][C:37]1[O:38][C:39](=[O:43])[O:40][C:41]=1[CH3:42]>CN(C)C=O>[F:1][C:2]1[CH:3]=[C:4]2[C:9](=[CH:10][C:11]=1[N:12]1[CH2:17][CH2:16][N:15]([CH2:36][C:37]3[O:38][C:39](=[O:43])[O:40][C:41]=3[CH3:42])[CH2:14][CH2:13]1)[N:8]1[CH:18]([C:20]3[CH:25]=[CH:24][CH:23]=[CH:22][CH:21]=3)[S:19][C:7]1=[C:6]([C:26]([OH:28])=[O:27])[C:5]2=[O:29] |f:1.2|. Procedure details: 6-Fluoro-4-oxo-1-phenyl-7-(1-piperazinyl)-4H-[1,3]-thiazeto-[3,2-a]quinoline-3-carboxylic acid (3.0 g) and 0.88 g of potassium bicarbonate were suspended in 50 ml of N,N-dimethylformamide, 1.69 g of 4-bromomethyl-5-methyl-1,3-dioxolen-2-one was dropped thereinto with ice cooling, and the mixture was stirred for 3 hours. After the reaction, the mixture was poured into ice water, the crystals separated out therefrom was collected by filtration, washed with water, dried in vacuo, and the resulting ... Reactants: C(#N)C=1C(=CC(=C(C1)[C@@]12N=C(SC[C@@H]1C[C@@H](OC2)CF)NC(C2=CC=CC=C2)=O)F)F (N-[(4aR,6R,8aS)-8a-(5-Cyano-2,4-difluorophenyl)-6-(fluoromethyl)-4,4a,5,6,8,8a-hexahydropyrano[3,4-d][1,3]thiazin-2-yl]benzamide), NC=1SC[C@H]2[C@@](N1)(CO[C@H](C2)COCC2=CC=CC=C2)C=2C(=CC(=C(C#N)C2)F)F (5-[(4aR,6R,8aS)-2-amino-6-[(benzyloxy)methyl]-4,4a,5,6-tetrahydropyrano[3,4-d][1,3]thiazin-8a(8H)-yl]-2,4-difluorobenzonitrile). Yields the product NC=1SC[C@H]2[C@@](N1)(CO[C@H](C2)CF)C=2C(=CC(=C(C#N)C2)F)F (5-[(4aR,6R,8aS)-2-amino-6-(fluoromethyl)-4,4a,5,6-tetrahydropyrano[3,4-d][1,3]thiazin-8a(8H)-yl]-2,4-difluorobenzonitrile). Reaction SMILES: [C:1]([C:3]1[C:4]([F:31])=[CH:5][C:6]([F:30])=[C:7]([C@:9]23[CH2:18][O:17][C@@H:16]([CH2:19][F:20])[CH2:15][C@H:14]2[CH2:13][S:12][C:11]([NH:21]C(=O)C2C=CC=CC=2)=[N:10]3)[CH:8]=1)#[N:2].NC1SC[C@@H]2C[C@H](COCC3C=CC=CC=3)OC[C@]2(C2C(F)=CC(F)=C(C=2)C#N)N=1>>[NH2:21][C:11]1[S:12][CH2:13][C@@H:14]2[CH2:15][C@H:16]([CH2:19][F:20])[O:17][CH2:18][C@:9]2([C:7]2[C:6]([F:30])=[CH:5][C:4]([F:31])=[C:3]([CH:8]=2)[C:1]#[N:2])[N:10]=1. Procedure: N-[(4aR,6R,8aS)-8a-(5-Cyano-2,4-difluorophenyl)-6-(fluoromethyl)-4,4a,5,6,8,8a-hexahydropyrano[3,4-d][1,3]thiazin-2-yl]benzamide (C14) was converted to the product using the method described for the synthesis of 5-[(4aR,6R,8aS)-2-amino-6-[(benzyloxy)methyl]-4,4a,5,6-tetrahydropyrano[3,4-d][1,3]thiazin-8a(8H)-yl]-2,4-difluorobenzonitrile (2) in Example 2. Yield: 67.0 mg, 0.197 mmol, 88%. LCMS m/z 342.2 [M+H+]. 1H NMR (400 MHz, CD3OD), δ 7.64 (t, J=7.9 Hz, 1H), 7.31 (dd, J=12.1, 9.2 Hz, 1H), 4.41-... Reactants: NC1=CC2=C(N=C(O2)C)C=C1C (6-amino-2,5-dimethylbenzoxazole), C(CCCCCCCCCCCCCCCCC)N(C(C1=CC(=CC=C1)S(=O)(=O)Cl)=O)CCCCCCCCCCCCCCCCCC (N,N-dioctadecyl-3-chlorosulfonylbenzamide). The solvent is N1=CC=CC=C1 (pyridine), ClCCl (dichloromethane). Reaction conditions: time 8 hour. Yields the product Cl.NC1=CC(=C(C=C1O)NS(=O)(=O)C1=CC(=CC=C1)C(N(CCCCCCCCCCCCCCCCCC)CCCCCCCCCCCCCCCCCC)=O)C (2-Amino-5-(m-dioctadecylcarbamoylbenzenesulfonamido)-p-cresol hydrochloride). Yield: 89.8%. As a reaction SMILES: [NH2:1][C:2]1[C:11]([CH3:12])=[CH:10][C:5]2[N:6]=C(C)[O:8][C:4]=2[CH:3]=1.[CH2:13]([N:31]([CH2:44][CH2:45][CH2:46][CH2:47][CH2:48][CH2:49][CH2:50][CH2:51][CH2:52][CH2:53][CH2:54][CH2:55][CH2:56][CH2:57][CH2:58][CH2:59][CH2:60][CH3:61])[C:32](=[O:43])[C:33]1[CH:38]=[CH:37][CH:36]=[C:35]([S:39]([Cl:42])(=[O:41])=[O:40])[CH:34]=1)[CH2:14][CH2:15][CH2:16][CH2:17][CH2:18][CH2:19][CH2:20][CH2:21][CH2:22][CH2:23][CH2:24][CH2:25][CH2:26][CH2:27][CH2:28][CH2:29][CH3:30]>N1C=CC=CC=1.ClCCl>[ClH:42].[NH2:6][C:5]1[C:4]([OH:8])=[CH:3][C:2]([NH:1][S:39]([C:35]2[CH:36]=[CH:37][CH:38]=[C:33]([C:32](=[O:43])[N:31]([CH2:44][CH2:45][CH2:46][CH2:47][CH2:48][CH2:49][CH2:50][CH2:51][CH2:52][CH2:53][CH2:54][CH2:55][CH2:56][CH2:57][CH2:58][CH2:59][CH2:60][CH3:61])[CH2:13][CH2:14][CH2:15][CH2:16][CH2:17][CH2:18][CH2:19][CH2:20][CH2:21][CH2:22][CH2:23][CH2:24][CH2:25][CH2:26][CH2:27][CH2:28][CH2:29][CH3:30])[CH:34]=2)(=[O:41])=[O:40])=[C:11]([CH3:12])[CH:10]=1 |f:4.5|. Procedure details: To a stirred solution of 6-amino-2,5-dimethylbenzoxazole (14.8 g, 0.1 mol) in 100 ml of pyridine and 500 ml of dichloromethane was added N,N-dioctadecyl-3-chlorosulfonylbenzamide (72.4 g, 0.1 mol). The mixture was stirred overnight and then washed with water, 10 percent aqueous hydrochloric acid and again with water. To the organic layer was added 10 ml of hydrochloric acid, 300 ml of water and 1000 ml of THF. The mixture was stirred overnight and the precipitate collected, washed with acetonitr... Reactants: ClC1=NC(=NC=N1)NC1=CC(=CC=C1)CS(=O)(=O)C (4-chloro-N-{3-[(methylsulfonyl)methyl]phenyl}-1,3,5-triazin-2-amine), FC=1C=CC(=C(C1)B(O)O)OCC1CCOCC1 ([5-fluoro-2-(tetrahydro-2H-pyran-4-ylmethoxy)phenyl]boronic acid). Product: FC=1C=CC(=C(C1)C1=NC(=NC=N1)NC1=CC(=CC=C1)CS(=O)(=O)C)OCC1CCOCC1 (4-[5-Fluoro-2-(tetrahydro-2H-pyran-4-ylmethoxy)phenyl]-N-{3-[(methylsulfonyl)methyl]phenyl}-1,3,5-triazin-2-amine). Reaction SMILES: Cl[C:2]1[N:7]=[CH:6][N:5]=[C:4]([NH:8][C:9]2[CH:14]=[CH:13][CH:12]=[C:11]([CH2:15][S:16]([CH3:19])(=[O:18])=[O:17])[CH:10]=2)[N:3]=1.[F:20][C:21]1[CH:22]=[CH:23][C:24]([O:30][CH2:31][CH:32]2[CH2:37][CH2:36][O:35][CH2:34][CH2:33]2)=[C:25](B(O)O)[CH:26]=1>>[F:20][C:21]1[CH:22]=[CH:23][C:24]([O:30][CH2:31][CH:32]2[CH2:33][CH2:34][O:35][CH2:36][CH2:37]2)=[C:25]([C:2]2[N:7]=[CH:6][N:5]=[C:4]([NH:8][C:9]3[CH:14]=[CH:13][CH:12]=[C:11]([CH2:15][S:16]([CH3:19])(=[O:18])=[O:17])[CH:10]=3)[N:3]=2)[CH:26]=1. Procedure: Example 21 was prepared under similar conditions as described in the preparation of Example 1 using crude 4-chloro-N-{3-[(methylsulfonyl)methyl]phenyl}-1,3,5-triazin-2-amine and [5-fluoro-2-(tetrahydro-2H-pyran-4-ylmethoxy)phenyl]boronic acid (FCH Group Company). The batch was purified by preparative HPLC. Starting materials: COc1cc(F)ccc1Br, [Li]CCCC, CCCCCC, CC(=O)O, O=CN1CCCCC1, CC(C)NC(C)C, C1CCOC1, O. Yields the product COc1c(Br)ccc(F)c1C=O. As a reaction SMILES: [Br:13][c:14]1[c:15]([O:21][CH3:22])[cH:16][c:17]([F:20])[cH:18][cH:19]1.[CH2:1]([Li:2])[CH2:3][CH2:4][CH3:5].[CH3:31][CH2:32][CH2:33][CH2:34][CH2:35][CH3:36].[CH3:43][C:44](=[O:45])[OH:46].[CH:23](=[O:24])[N:25]1[CH2:26][CH2:27][CH2:28][CH2:29][CH2:30]1.[CH:6]([NH:7][CH:8]([CH3:9])[CH3:10])([CH3:11])[CH3:12].[O:37]1[CH2:38][CH2:39][CH2:40][CH2:41]1.[OH2:42]>>[Br:13][c:14]1[c:15]([O:21][CH3:22])[c:16]([CH:23]=[O:24])[c:17]([F:20])[cH:18][cH:19]1.